The task is: describe an organic reaction: reactants, conditions, products, and yield. This data is from the Open Reaction Database (ORD), a public repository of structured organic reaction records. Starting materials: N1C=NC(=C1)/C=C/C(=O)O ((E)-3-(imidazol-4-yl)acrylic acid), ClC(C1=CC=CC=C1)(C1=CC=CC=C1)C1=CC=CC=C1 (chlorotriphenylmethane). Run in CN(C=O)C (N,N-dimethylformamide). Yields the product C1(=CC=CC=C1)C(N1C=NC(=C1)/C=C/C(=O)O)(C1=CC=CC=C1)C1=CC=CC=C1 ((E)-3-(N-triphenylmethylimidazol-4-yl)acrylic acid). As a reaction SMILES: [NH:1]1[CH:5]=[C:4](/[CH:6]=[CH:7]/[C:8]([OH:10])=[O:9])[N:3]=[CH:2]1.Cl[C:12]([C:25]1[CH:30]=[CH:29][CH:28]=[CH:27][CH:26]=1)([C:19]1[CH:24]=[CH:23][CH:22]=[CH:21][CH:20]=1)[C:13]1[CH:18]=[CH:17][CH:16]=[CH:15][CH:14]=1>CN(C)C=O>[C:13]1([C:12]([C:19]2[CH:20]=[CH:21][CH:22]=[CH:23][CH:24]=2)([C:25]2[CH:26]=[CH:27][CH:28]=[CH:29][CH:30]=2)[N:1]2[CH:5]=[C:4](/[CH:6]=[CH:7]/[C:8]([OH:10])=[O:9])[N:3]=[CH:2]2)[CH:14]=[CH:15][CH:16]=[CH:17][CH:18]=1. Procedure details: (E)-3-(imidazol-4-yl)acrylic acid was reacted with chlorotriphenylmethane in N,N-dimethylformamide to obtain (E)-3-(N-triphenylmethylimidazol-4-yl)acrylic acid. The reactants are C1CCC2=NCCCN2CC1, Cc1cccnc1CN, COCCOC, Cl, Cl, CS(=O)c1nc(N)nc(-c2ccco2)c1C#N. Product: Cc1cccnc1CNc1nc(N)nc(-c2ccco2)c1C#N. Reaction SMILES: [CH2:29]1[CH2:30][CH2:31][C:32]2=[N:37][CH2:36][CH2:35][CH2:34][N:33]2[CH2:38][CH2:39]1.[CH3:20][c:21]1[c:22]([CH2:27][NH2:28])[n:23][cH:24][cH:25][cH:26]1.[CH3:40][O:41][CH2:42][CH2:43][O:44][CH3:45].[ClH:18].[ClH:19].[NH2:1][c:2]1[n:3][c:4]([S:15]([CH3:16])=[O:17])[c:5]([C:13]#[N:14])[c:6](-[c:8]2[o:9][cH:10][cH:11][cH:12]2)[n:7]1>>[NH2:1][c:2]1[n:3][c:4]([NH:28][CH2:27][c:22]2[c:21]([CH3:20])[cH:26][cH:25][cH:24][n:23]2)[c:5]([C:13]#[N:14])[c:6](-[c:8]2[o:9][cH:10][cH:11][cH:12]2)[n:7]1. Starting materials: CCCC(C(=O)OC)c1c(C)nc2cc(C(C)(C)C)nn2c1-c1ccc2c(c1)CCN2C, CO, [Na+], [OH-]. The product is CCCC(C(=O)O)c1c(C)nc2cc(C(C)(C)C)nn2c1-c1ccc2c(c1)CCN2C. As a reaction SMILES: [C:1]([CH3:2])([CH3:3])([CH3:4])[c:5]1[n:6][n:7]2[c:8]([n:9][c:10]([CH3:31])[c:11]([CH:23]([C:24](=[O:25])[O:26][CH3:27])[CH2:28][CH2:29][CH3:30])[c:12]2-[c:13]2[cH:14][c:15]3[c:19]([cH:20][cH:21]2)[N:18]([CH3:22])[CH2:17][CH2:16]3)[cH:32]1.[CH3:35][OH:36].[Na+:34].[OH-:33]>>[C:1]([CH3:2])([CH3:3])([CH3:4])[c:5]1[n:6][n:7]2[c:8]([n:9][c:10]([CH3:31])[c:11]([CH:23]([C:24](=[O:25])[OH:26])[CH2:28][CH2:29][CH3:30])[c:12]2-[c:13]2[cH:14][c:15]3[c:19]([cH:20][cH:21]2)[N:18]([CH3:22])[CH2:17][CH2:16]3)[cH:32]1. Starting materials: C(C)(C)N(C(C1=CC=C(C=C1)Br)=O)C1CCCCC1 (p-bromobenzoic acid N-isopropyl-N-cyclohexyl amide), C1OC=2C=C(C=CC2O1)O (3,4-methylenedioxyphenol), cuprous oxide. The solvent is N1=C(C=C(C=C1C)C)C (2,4,6-collidine), C(C)(=O)OCC (ethyl acetate). The product is C1(CCCCC1)N(C(C1=CC=C(C=C1)OC1=CC2=C(C=C1)OCO2)=O)C(C)C (N-cyclohexyl-4-(3,4-methylenedioxyphenoxy)-N-(1-methylethyl)benzamide). As a reaction SMILES: [CH:1]([N:4]([CH:14]1[CH2:19][CH2:18][CH2:17][CH2:16][CH2:15]1)[C:5](=[O:13])[C:6]1[CH:11]=[CH:10][C:9](Br)=[CH:8][CH:7]=1)([CH3:3])[CH3:2].[CH2:20]1[O:28][C:27]2[CH:26]=[CH:25][C:24]([OH:29])=[CH:23][C:22]=2[O:21]1>N1C(C)=CC(C)=CC=1C.C(OCC)(=O)C>[CH:14]1([N:4]([CH:1]([CH3:3])[CH3:2])[C:5](=[O:13])[C:6]2[CH:11]=[CH:10][C:9]([O:29][C:24]3[CH:25]=[CH:26][C:27]4[O:28][CH2:20][O:21][C:22]=4[CH:23]=3)=[CH:8][CH:7]=2)[CH2:19][CH2:18][CH2:17][CH2:16][CH2:15]1. Reported procedure: The reaction was carried out in the same manner as described in Example 1 using p-bromobenzoic acid N-isopropyl-N-cyclohexyl amide (2.904 g, 8.96 mmol), 3,4-methylenedioxyphenol (1.354 g, 9.80 mmol) and cuprous oxide (641 mg, 4.48 mmol) in 2,4,6-collidine (15 ml). After 24 hr of refluxing, the reaction was cooled, diluted with ethyl acetate, and extracted with 0.5N HCl. A precipitate that formed on extraction was filtered and the aqueous filtrate was re-extracted with ethyl acetate. The organic ... Reactants: O=C([O-])[O-], CCCC#N, CC(C)N(CCO)C(C)C, Clc1cc(Cl)ncn1, [Cs+], [Cs+]. Product: CC(C)N(CCOc1cc(Cl)ncn1)C(C)C. RXN SMILES: [C:19](=[O:20])([O-:21])[O-:22].[CH3:25][CH2:26][CH2:27][C:28]#[N:29].[CH:9]([CH3:10])([CH3:11])[N:12]([CH2:13][CH2:14][OH:15])[CH:16]([CH3:17])[CH3:18].[Cl:1][c:2]1[n:3][cH:4][n:5][c:6]([Cl:8])[cH:7]1.[Cs+:23].[Cs+:24]>>[c:2]1([O:15][CH2:14][CH2:13][N:12]([CH:9]([CH3:10])[CH3:11])[CH:16]([CH3:17])[CH3:18])[n:3][cH:4][n:5][c:6]([Cl:8])[cH:7]1. The reactants are O=C(C=1C=CN=CC1)C, [Zn].O=S(O)C(F)F. Reagents/catalysts: O=C(O)C(F)(F)F, OOC(C)(C)C. Run in O, O=S(C)C. Conditions: temperature 25 celsius, time 18 hour. The product is O=C(C=1C=CN=CC1C(F)F)C, O=C(C=1C=CN=C(C1)C(F)F)C. Yield: 33.0%.